From a dataset of the Open Reaction Database (ORD), a public repository of structured organic reaction records. describe an organic reaction: reactants, conditions, products, and yield The reactants are CC(C)(C)OC(=O)N1CCC(Nc2c(NC(=O)CC3CCCC3)cnc3c2ccn3S(=O)(=O)c2ccccc2)CC1, C1COCCO1, Cl. Yields the product O=C(CC1CCCC1)Nc1cnc2c(ccn2S(=O)(=O)c2ccccc2)c1NC1CCNCC1. As a reaction SMILES: [C:2]([O:3][C:4](=[O:5])[N:9]1[CH2:10][CH2:11][CH:12]([NH:15][c:16]2[c:17]3[c:18]([n:19][cH:20][c:21]2[NH:22][C:23]([CH2:24][CH:25]2[CH2:26][CH2:27][CH2:28][CH2:29]2)=[O:30])[n:31]([S:34](=[O:35])(=[O:36])[c:37]2[cH:38][cH:39][cH:40][cH:41][cH:42]2)[cH:32][cH:33]3)[CH2:13][CH2:14]1)([CH3:6])([CH3:7])[CH3:8].[CH2:43]1[O:44][CH2:45][CH2:46][O:47][CH2:48]1.[ClH:1]>>[NH:9]1[CH2:10][CH2:11][CH:12]([NH:15][c:16]2[c:17]3[c:18]([n:19][cH:20][c:21]2[NH:22][C:23]([CH2:24][CH:25]2[CH2:26][CH2:27][CH2:28][CH2:29]2)=[O:30])[n:31]([S:34](=[O:35])(=[O:36])[c:37]2[cH:38][cH:39][cH:40][cH:41][cH:42]2)[cH:32][cH:33]3)[CH2:13][CH2:14]1. Starting materials: COc1cc2c(cc1OC)CC(=O)N(CCC=O)CC2, CNCC1Cc2cc(OC)c(OC)cc21, [Fe]. Yields the product COc1cc2c(cc1OC)CC(=O)N(CCCN(C)CC1Cc3cc(OC)c(OC)cc31)CC2. RXN SMILES: [CH3:16][O:17][c:18]1[cH:19][c:20]2[c:21]([cH:32][c:33]1[O:34][CH3:35])[CH2:22][C:23](=[O:31])[N:24]([CH2:27][CH2:28][CH:29]=[O:30])[CH2:25][CH2:26]2.[CH3:1][O:2][c:3]1[cH:4][c:5]2[c:8]([cH:9][c:10]1[O:11][CH3:12])[CH:7]([CH2:13][NH:14][CH3:15])[CH2:6]2.[Fe:36]>>[CH3:1][O:2][c:3]1[cH:4][c:5]2[c:8]([cH:9][c:10]1[O:11][CH3:12])[CH:7]([CH2:13][N:14]([CH3:15])[CH2:29][CH2:28][CH2:27][N:24]1[C:23](=[O:31])[CH2:22][c:21]3[c:20]([cH:19][c:18]([O:17][CH3:16])[c:33]([O:34][CH3:35])[cH:32]3)[CH2:26][CH2:25]1)[CH2:6]2.